This data is from the Open Reaction Database (ORD), a public repository of structured organic reaction records. The task is: describe an organic reaction: reactants, conditions, products, and yield The reactants are N1C=CC2=CC=CC=C12 (Indole), C1(C=CC(N1)=O)=O (maleimide), O (water). Solvent: C(C)(=O)O (acetic acid). Conditions: time 24 hour. The product is N1C=C(C2=CC=CC=C12)C1C(NC(C1)=O)=O (3-(1H-indol-3-yl)-pyrrolidine-2,5-dione). As a reaction SMILES: [NH:1]1[C:9]2[C:4](=[CH:5][CH:6]=[CH:7][CH:8]=2)[CH:3]=[CH:2]1.[C:10]1(=[O:16])[NH:14][C:13](=[O:15])[CH:12]=[CH:11]1.O>C(O)(=O)C>[NH:1]1[C:9]2[C:4](=[CH:5][CH:6]=[CH:7][CH:8]=2)[C:3]([CH:12]2[CH2:11][C:10](=[O:16])[NH:14][C:13]2=[O:15])=[CH:2]1. Procedure: Indole (4.38 g, 40 mmole) and maleimide (7.84 g, 80 mmole) were dissolved in concentrated acetic acid (35 ml) and stirred under reflux for 36 hours. After cooling the reaction mixture water (10 ml) was slowly added dropwise. The solution was then kept for 24 hours in a refrigerator. The solid thereby formed was filtered off. 3-(1H-indol-3-yl)-pyrrolidine-2,5-dione was thereby obtained as a brown solid in a yield of 3.24 g (38%). The reactants are NC1=C(C=CC=C1OC1=CC(=C(C=C1)Cl)Cl)CC(=O)OCC (ethyl 2-[2-amino-3-(3,4-dichlorphenoxy)phenyl]acetate), [OH-].[Na+] (sodium hydroxide), O (water), resultant residue. The solvent is C1=CC=CC=C1 (benzene). The product is NC1=C(C=CC=C1OC1=CC(=C(C=C1)Cl)Cl)CC(=O)O (2-[2-amino-3-(3,4-dichlorophenoxy)phenyl]acetic acid). The yield is 63.6%. RXN SMILES: [NH2:1][C:2]1[C:7]([O:8][C:9]2[CH:14]=[CH:13][C:12]([Cl:15])=[C:11]([Cl:16])[CH:10]=2)=[CH:6][CH:5]=[CH:4][C:3]=1[CH2:17][C:18]([O:20]CC)=[O:19].[OH-].[Na+].O>C1C=CC=CC=1>[NH2:1][C:2]1[C:7]([O:8][C:9]2[CH:14]=[CH:13][C:12]([Cl:15])=[C:11]([Cl:16])[CH:10]=2)=[CH:6][CH:5]=[CH:4][C:3]=1[CH2:17][C:18]([OH:20])=[O:19] |f:1.2|. Procedure: A mixture of ethyl 2-[2-amino-3-(3,4-dichlorphenoxy)phenyl]acetate (7.2 g.), sodium hydroxide (1.7 g.) and water (50 ml.) was treated in a similar manner to that of Example 5-(2). The resultant residue was pulverized with benzene, and the precipitates were collected by filtration and dried to give 2-[2-amino-3-(3,4-dichlorophenoxy)phenyl]acetic acid (4.2 g.). mp 125° to 127° C. Starting materials: COC(=O)CCc1cccnc1, CO, Cc1ccccc1, NCCCCC1CCN(C(c2ccccc2)c2ccccc2)CC1. The product is O=C(CCc1cccnc1)NCCCCC1CCN(C(c2ccccc2)c2ccccc2)CC1. As a reaction SMILES: [CH3:1][O:2][C:3]([CH2:4][CH2:5][c:6]1[cH:7][n:8][cH:9][cH:10][cH:11]1)=[O:12].[CH3:37][OH:38].[CH3:39][c:40]1[cH:41][cH:42][cH:43][cH:44][cH:45]1.[c:13]1([CH:19]([N:20]2[CH2:21][CH2:22][CH:23]([CH2:26][CH2:27][CH2:28][CH2:29][NH2:30])[CH2:24][CH2:25]2)[c:31]2[cH:32][cH:33][cH:34][cH:35][cH:36]2)[cH:14][cH:15][cH:16][cH:17][cH:18]1>>[C:3]([CH2:4][CH2:5][c:6]1[cH:7][n:8][cH:9][cH:10][cH:11]1)(=[O:12])[NH:30][CH2:29][CH2:28][CH2:27][CH2:26][CH:23]1[CH2:22][CH2:21][N:20]([CH:19]([c:13]2[cH:14][cH:15][cH:16][cH:17][cH:18]2)[c:31]2[cH:32][cH:33][cH:34][cH:35][cH:36]2)[CH2:25][CH2:24]1. Reactants: C1(CC1)C(O)C=1SC=CC1 (cyclopropyl-2-thienylcarbinol), Br (hydrobromic acid). Conditions: time 2 hour. Product: BrCC/C=C/C=1SC=CC1 ((E)-4-Bromo-1-(2-thienyl)-1-butene). The yield is 94.0%. As a reaction SMILES: [CH:1]1([CH:4]([C:6]2[S:7][CH:8]=[CH:9][CH:10]=2)O)[CH2:3][CH2:2]1.[BrH:11]>>[Br:11][CH2:3][CH2:2]/[CH:1]=[CH:4]/[C:6]1[S:7][CH:8]=[CH:9][CH:10]=1. Procedure: 225 g (1.46 mol) of cyclopropyl-2-thienylcarbinol were added dropwise to 972 ml of 48% strength hydrobromic acid at from 5° to 10° C. in the course of 1 hour. After 2 hours at room temperature, the organic phase was separated off and the aqueous solution was extracted with three times 300 ml of dichloromethane. The combined organic phases were washed neutral with dilute sodium hydroxide solution and water, dried over magnesium sulfate and evaporated under reduced pressure. 322 g (94% corrected) ...